From a dataset of the Open Reaction Database (ORD), a public repository of structured organic reaction records. describe an organic reaction: reactants, conditions, products, and yield Product: CN(C)C(CO)c1cccc(NS(=O)(=O)c2ccc(-c3ccc(F)cc3F)cc2)c1. As a reaction SMILES: [CH3:28][NH:29][CH3:30].[CH3:31][CH2:32][OH:33].[F:1][c:2]1[c:3](-[c:9]2[cH:10][cH:11][c:12]([S:15](=[O:16])(=[O:17])[NH:18][c:19]3[cH:20][c:21]([CH:25]4[O:26][CH2:27]4)[cH:22][cH:23][cH:24]3)[cH:13][cH:14]2)[cH:4][cH:5][c:6]([F:8])[cH:7]1>>[F:1][c:2]1[c:3](-[c:9]2[cH:10][cH:11][c:12]([S:15](=[O:16])(=[O:17])[NH:18][c:19]3[cH:20][c:21]([CH:25]([CH2:27][OH:26])[N:29]([CH3:28])[CH3:30])[cH:22][cH:23][cH:24]3)[cH:13][cH:14]2)[cH:4][cH:5][c:6]([F:8])[cH:7]1. Reactants: CNC, CCO, O=S(=O)(Nc1cccc(C2CO2)c1)c1ccc(-c2ccc(F)cc2F)cc1. Reactants: FC1=CC(=C(C#N)C=C1)NC1=CC=C(C=C1)C(=O)N1CCOCC1 (4-Fluoro-2-(4-(morpholine-4-carbonyl)phenylamino)benzonitrile), CC(=O)O (AcOH). The reagents and catalysts are CC(=O)[O-].CC(=O)[O-].[Pd+2] (Pd(OAc)2). Reaction conditions: temperature 160 celsius. Yields the product FC1=CC=C(C=2NC3=CC=C(C=C3C12)C(=O)N1CCOCC1)C(=O)N (4-fluoro-6-(morpholine-4-carbonyl)-9H-carbazole-1-carboxamide). Reaction SMILES: [F:1][C:2]1[CH:9]=[CH:8][C:5]([C:6]#[N:7])=[C:4]([NH:10][C:11]2[CH:16]=[CH:15][C:14]([C:17]([N:19]3[CH2:24][CH2:23][O:22][CH2:21][CH2:20]3)=[O:18])=[CH:13][CH:12]=2)[CH:3]=1.CC(O)=[O:27]>CC([O-])=O.CC([O-])=O.[Pd+2]>[F:1][C:2]1[C:3]2[C:12]3[C:11](=[CH:16][CH:15]=[C:14]([C:17]([N:19]4[CH2:20][CH2:21][O:22][CH2:23][CH2:24]4)=[O:18])[CH:13]=3)[NH:10][C:4]=2[C:5]([C:6]([NH2:7])=[O:27])=[CH:8][CH:9]=1 |f:2.3.4|. Procedure details: 4-Fluoro-2-(4-(morpholine-4-carbonyl)phenylamino)benzonitrile (100 mg, 0.246 mmol) was mixed with Pd(OAc)2 (138 mg, 0.615 mmol) in AcOH (7 mL) in a sealed microwave tube. The mixture was heated in microwave at 160° C. for 90 mins. The mixture was filtered and washed with 5 ml AcOH. The filtrate was concentrated and purified using preparative HPLC to give 4-fluoro-6-(morpholine-4-carbonyl)-9H-carbazole-1-carboxamide. MS (ESI) m/z 342.13 (M+H). 1H NMR (DMSO-d6) δ ppm 11.87 (s, 1H), 8.19 (s, 1H), 8... Reactants: C=S1C(=S)NC(=O)C1c1cc(C(C)(C)C)c(O)c(C(C)(C)C)c1, CCOC(=O)C1=C(C)NC(C)=C(C(=O)OCC)C1, [H][H], O=C1CSC(=S)N1. The product is CC(C)(C)c1cc(CC2SC(=S)NC2=O)cc(C(C)(C)C)c1O. RXN SMILES: [CH3:10][C:11]([CH3:12])([CH3:13])[c:14]1[cH:15][c:16]([CH:25]2[S:26](=[CH2:27])[C:28](=[S:29])[NH:30][C:31]2=[O:32])[cH:17][c:18]([C:21]([CH3:22])([CH3:23])[CH3:24])[c:19]1[OH:20].[CH3:33][C:34]1=[C:45]([C:46]([O:47][CH2:48][CH3:49])=[O:50])[CH2:44][C:38]([C:39]([O:40][CH2:41][CH3:42])=[O:43])=[C:36]([CH3:37])[NH:35]1.[H:8][H:9].[S:1]=[C:2]1[S:3][CH2:4][C:5](=[O:7])[NH:6]1>>[S:1]=[C:2]1[S:3][CH:4]([CH2:25][c:16]2[cH:15][c:14]([C:11]([CH3:10])([CH3:12])[CH3:13])[c:19]([OH:20])[c:18]([C:21]([CH3:22])([CH3:23])[CH3:24])[cH:17]2)[C:5](=[O:7])[NH:6]1. Starting materials: CO, CI, [K+], O=C(O)c1ccc[nH]c1=O, [OH-], O. Yields the product Cn1cccc(C(=O)O)c1=O. As a reaction SMILES: [CH3:15][OH:16].[I:13][CH3:14].[K+:12].[O:1]=[c:2]1[nH:3][cH:4][cH:5][cH:6][c:7]1[C:8](=[O:9])[OH:10].[OH-:11].[OH2:17]>>[O:1]=[c:2]1[n:3]([CH3:14])[cH:4][cH:5][cH:6][c:7]1[C:8](=[O:9])[OH:10]. Isolated yield 17.3%. The solvent is CN(C)C=O (DMF). Procedure: The compound (500 mg) obtained in Example 2-2 was dissolved in DMF (10 ml) and added with WSCI hydrochloride (257 mg), HOBt (181 mg), and 1-Boc piperazine (manufactured by Aldrich Corporation) (249 mg), followed by stirring at room temperature for 3 days. After completion of the reaction, the solvent was distilled off and the residue was then dissolved in chloroform for extraction, followed by washing with distilled water, a 1 mol/l sodium hydroxide aqueous solution, and saturated saline solutio... The reactants are CCN=C=NCCCN(C)C.Cl (WSCI hydrochloride), C=1C=CC2=C(C1)N=NN2O (HOBt), C(=O)(OC(C)(C)C)N1CCNCC1 (1-Boc piperazine), N1C(=NC=C1)CN(CC=1NC=CN1)CC1=CC=C(C(=O)O)C=C1 (4-[N,N-bis-(imidazol-2-ylmethyl)aminomethyl]-benzoic acid). Reaction SMILES: [NH:1]1[CH:5]=[CH:4][N:3]=[C:2]1[CH2:6][N:7]([CH2:14][C:15]1[CH:23]=[CH:22][C:18]([C:19](O)=[O:20])=[CH:17][CH:16]=1)[CH2:8][C:9]1[NH:10][CH:11]=[CH:12][N:13]=1.CCN=C=NCCCN(C)C.Cl.C1C=CC2N(O)N=NC=2C=1.[C:46]([N:53]1[CH2:58][CH2:57][NH:56][CH2:55][CH2:54]1)([O:48][C:49]([CH3:52])([CH3:51])[CH3:50])=[O:47]>CN(C=O)C>[C:49]([O:48][C:46]([N:53]1[CH2:54][CH2:55][N:56]([C:19](=[O:20])[C:18]2[CH:22]=[CH:23][C:15]([CH2:14][N:7]([CH2:6][C:2]3[NH:1][CH:5]=[CH:4][N:3]=3)[CH2:8][C:9]3[NH:10][CH:11]=[CH:12][N:13]=3)=[CH:16][CH:17]=2)[CH2:57][CH2:58]1)=[O:47])([CH3:52])([CH3:51])[CH3:50] |f:1.2|. Reaction conditions: time 3 day. Product: C(C)(C)(C)OC(=O)N1CCN(CC1)C(C1=CC=C(C=C1)CN(CC=1NC=CN1)CC=1NC=CN1)=O (4-(4-{[bis-(1H-imidazol-2-ylmethyl)-amino]-methyl}-benzoyl)-piperazin-1-carboxylic acid t-butyl ester). Starting materials: [Al+3], C1CCOC1, [H-], [H-], [H-], [H-], [Li+], O=C1CC(c2cccs2)CN1. Product: c1csc(C2CCNC2)c1. Reaction SMILES: [Al+3:2].[CH2:18]1[O:19][CH2:20][CH2:21][CH2:22]1.[H-:1].[H-:4].[H-:5].[H-:6].[Li+:3].[s:7]1[c:8]([CH:12]2[CH2:13][C:14](=[O:17])[NH:15][CH2:16]2)[cH:9][cH:10][cH:11]1>>[s:7]1[c:8]([CH:12]2[CH2:13][CH2:14][NH:15][CH2:16]2)[cH:9][cH:10][cH:11]1. The reactants are C(=O)(O)[O-].[Na+] (NaHCO3), C(C1=CC=CC=C1)N1CC2C(C3=C(C2C1)SC(=C3Br)Br)=O (2-Benzyl-5,6-dibromo-2,3,3a,7a-tetrahydro-1H-4-thia-2-aza-cyclopenta[α]pentalen-7-one), CC(=O)O (AcOH), [BH4-].[Na+] (NaBH4). The solvent is CO (MeOH). Reaction conditions: temperature 22 celsius. Product: C(C1=CC=CC=C1)N1CC2C(C3=C(C2C1)SC(=C3Br)Br)O (2-Benzyl-5,6-dibromo-1,2,3,3a,7,7a-hexahydro-4-thia-2-aza-cyclopenta[α]pentalen-7-ol). Isolated yield 91.0%. Reaction SMILES: [CH2:1]([N:8]1[CH2:15][CH:14]2[CH:10]([C:11](=[O:21])[C:12]3[C:18]([Br:19])=[C:17]([Br:20])[S:16][C:13]=32)[CH2:9]1)[C:2]1[CH:7]=[CH:6][CH:5]=[CH:4][CH:3]=1.[BH4-].[Na+].CC(O)=O.C([O-])(O)=O.[Na+]>CO>[CH2:1]([N:8]1[CH2:15][CH:14]2[CH:10]([CH:11]([OH:21])[C:12]3[C:18]([Br:19])=[C:17]([Br:20])[S:16][C:13]=32)[CH2:9]1)[C:2]1[CH:7]=[CH:6][CH:5]=[CH:4][CH:3]=1 |f:1.2,4.5|. Procedure: The product of step e) (325 mg, 0.76 mmol) was dissolved in MeOH (10 ml) and treated with NaBH4 (289 mg, 7.6 mmol) at 0° C. Next, the reaction was warmed to 22° C. and, after 2 hours, AcOH was added dropwise until gas evolution ceased. The quenched reaction mixture was slowly poured saturated NaHCO3 (100 ml). The aqueous mixture was extracted with EtOAc (2×50 ml), dried (MgSO4) and concentrated providing the subtitle product (298 mg, 91%). MS calculated for C16H15Br2NOS+H 430, observed 428, 430,...